Dataset: the Open Reaction Database (ORD), a public repository of structured organic reaction records. Task: describe an organic reaction: reactants, conditions, products, and yield The reactants are ClC1=C(C=C(C=C1)NC(C1=CC=C(C=C1)C#N)=O)C1=NC=CC=C1 (N-(4-Chloro-3-(pyridin-2-yl)phenyl)-4-cyanobenzamide), Cl (HCl), C(C)O (ethanol). Reaction conditions: temperature 70 celsius, time 18 hour. Yields the product ClC1=C(C=C(C=C1)NC(=O)C1=CC=C(C(OCC)=N)C=C1)C1=NC=CC=C1 (ethyl 4-(4-chloro-3-(pyridin-2-yl)phenylcarbamoyl)benzimidate). Reaction SMILES: [Cl:1][C:2]1[CH:7]=[CH:6][C:5]([NH:8][C:9](=[O:18])[C:10]2[CH:15]=[CH:14][C:13]([C:16]#[N:17])=[CH:12][CH:11]=2)=[CH:4][C:3]=1[C:19]1[CH:24]=[CH:23][CH:22]=[CH:21][N:20]=1.Cl.[CH2:26]([OH:28])[CH3:27]>>[Cl:1][C:2]1[CH:7]=[CH:6][C:5]([NH:8][C:9]([C:10]2[CH:11]=[CH:12][C:13]([C:16](=[NH:17])[O:28][CH2:26][CH3:27])=[CH:14][CH:15]=2)=[O:18])=[CH:4][C:3]=1[C:19]1[CH:24]=[CH:23][CH:22]=[CH:21][N:20]=1. Procedure: 4-Chloro-3-(pyridin-2-yl)aniline (687 mg, 3.36 mmol) was dissolved in dichloromethane (8.0 ml) and THF (8.0 ml), treated with pyridine (0.33 ml, 4.0 mmol), and cooled to 0° C. 4-Cyanobenzoyl chloride (612 mg, 3.7 mmol) was added and the reaction was stirred for 1.0 hour. The reaction was diluted with dichloromethane and methanol was added to dissolve all solids. The solution was washed with water once, brine once, dried with MgSO4, and evaporated to an orange solid which was purified by silica g...